This data is from the Open Reaction Database (ORD), a public repository of structured organic reaction records. The task is: describe an organic reaction: reactants, conditions, products, and yield Starting materials: O=C(O)C(O)C1CCCC1, Cl, CC(N)C(=O)C1(N)C(=O)N(c2ccccc2)c2ccccc2N(c2ccccc2)C1=O. Product: CC(NC(=O)C(O)C1CCCC1)C(=O)C1(N)C(=O)N(c2ccccc2)c2ccccc2N(c2ccccc2)C1=O. Reaction SMILES: [CH:1]1([CH:6]([C:7](=[O:8])[OH:9])[OH:10])[CH2:2][CH2:3][CH2:4][CH2:5]1.[ClH:11].[NH2:12][CH:13]([CH3:14])[C:15](=[O:16])[C:17]1([NH2:42])[C:18](=[O:41])[N:19]([c:35]2[cH:36][cH:37][cH:38][cH:39][cH:40]2)[c:20]2[c:21]([cH:31][cH:32][cH:33][cH:34]2)[N:22]([c:25]2[cH:26][cH:27][cH:28][cH:29][cH:30]2)[C:23]1=[O:24]>>[CH:1]1([CH:6]([C:7](=[O:9])[NH:12][CH:13]([CH3:14])[C:15](=[O:16])[C:17]2([NH2:42])[C:18](=[O:41])[N:19]([c:35]3[cH:36][cH:37][cH:38][cH:39][cH:40]3)[c:20]3[c:21]([cH:31][cH:32][cH:33][cH:34]3)[N:22]([c:25]3[cH:26][cH:27][cH:28][cH:29][cH:30]3)[C:23]2=[O:24])[OH:10])[CH2:2][CH2:3][CH2:4][CH2:5]1. Starting materials: C(C1=CC=CC=C1)OC(=O)N1[C@@H](C[C@H](C1)OS(=O)(=O)C)COCC(=O)NC(=O)N ((2S,4R)-1-benzyloxycarbonyl-4-methanesulfonyloxy-2- [(ureidocarbonylmethyl)oxymethyl]pyrrolidine), CO (Methanol), [BH4-].[Na+] (sodium borohydride), B(F)(F)F.CCOCC (boron trifluoride etherate). The solvent is O1CCCC1 (tetrahydrofuran), O1CCCC1 (tetrahydrofuran). Reaction conditions: time 30 minute. Product: C(C1=CC=CC=C1)OC(=O)N1[C@@H](C[C@H](C1)OS(=O)(=O)C)COCCNC(=O)N ((2S,4R)-1-benzyloxycarbonyl-4-methanesulfonyloxy-2-[(2-ureidoethyl)oxymethyl]pyrrolidine). Isolated yield 39.4%. Reaction SMILES: [BH4-].[Na+].B(F)(F)F.CCOCC.[CH2:12]([O:19][C:20]([N:22]1[CH2:26][C@H:25]([O:27][S:28]([CH3:31])(=[O:30])=[O:29])[CH2:24][C@H:23]1[CH2:32][O:33][CH2:34][C:35]([NH:37][C:38]([NH2:40])=[O:39])=O)=[O:21])[C:13]1[CH:18]=[CH:17][CH:16]=[CH:15][CH:14]=1.CO>O1CCCC1>[CH2:12]([O:19][C:20]([N:22]1[CH2:26][C@H:25]([O:27][S:28]([CH3:31])(=[O:29])=[O:30])[CH2:24][C@H:23]1[CH2:32][O:33][CH2:34][CH2:35][NH:37][C:38]([NH2:40])=[O:39])=[O:21])[C:13]1[CH:14]=[CH:15][CH:16]=[CH:17][CH:18]=1 |f:0.1,2.3|. Procedure details: To a suspension of sodium borohydride (0.1 g) in tetrahydrofuran (10 ml) was added boron trifluoride etherate (0.3 ml) with stirring at 0°-10° C. After 30 minutes, a solution of (2S,4R)-1-benzyloxycarbonyl-4-methanesulfonyloxy-2- [(ureidocarbonylmethyl)oxymethyl]pyrrolidine (0.63 g) in tetrahydrofuran (5 ml) was added to the mixture at 0°-10° C. The mixture was stirred at the same condition for 2 hours and at ambient temperature for 15 hours. Methanol (5 ml) was added to the mixture at 0°-10° C.... Reactants: C(#C)C1=C2C[C@H]3N(C[C@H](C[C@@H]3C=3C=CC=C(N1)C32)NC(N(CC)CC)=O)C (3-(2-ethynyl-6-methyl-8α-ergolinyl)-1,1-diethylurea). The reagents and catalysts are [Ni] (Raney nickel). Solvent: C(C)O (ethanol). Yields the product C(C)C1=C2C[C@H]3N(C[C@H](C[C@@H]3C=3C=CC=C(N1)C32)NC(N(CC)CC)=O)C (3-(2-ethyl-6-methyl-8α-ergolinyl)-1,1-diethylurea). Isolated yield 384.4%. As a reaction SMILES: [C:1]([C:3]1[NH:17][C:16]2[C:18]3[C:4]=1[CH2:5][C@@H:6]1[C@@H:11]([C:12]=3[CH:13]=[CH:14][CH:15]=2)[CH2:10][C@H:9]([NH:19][C:20](=[O:26])[N:21]([CH2:24][CH3:25])[CH2:22][CH3:23])[CH2:8][N:7]1[CH3:27])#[CH:2]>C(O)C.[Ni]>[CH2:1]([C:3]1[NH:17][C:16]2[C:18]3[C:4]=1[CH2:5][C@@H:6]1[C@@H:11]([C:12]=3[CH:13]=[CH:14][CH:15]=2)[CH2:10][C@H:9]([NH:19][C:20](=[O:26])[N:21]([CH2:22][CH3:23])[CH2:24][CH3:25])[CH2:8][N:7]1[CH3:27])[CH3:2]. Reported procedure: At room temperature and under normal pressure, 140 mg (0.084 mmol) of 3-(2-ethynyl-6-methyl-8α-ergolinyl)-1,1-diethylurea is hydrogenated in 20 ml of ethanol after addition of 0.1 g of Raney nickel within 45 minutes. After the catalyst has been removed by filtration and the solution has been concentrated, the product is recrystallized from ethanol/hexane, yielding 119 mg of 3-(2-ethyl-6-methyl-8α-ergolinyl)-1,1-diethylurea (84%), mp 165°-168° C., The reactants are C=1(C(=CC=CC1)S(=O)(=O)N1CC2=CC=CC=C2CC1(C)C)C (N-toluenesulfonyl-3,3-dimethyl-1,2,3,4-tetrahydroisoquinoline), C1=CC=CC2=CC=CC=C12 (naphthalene), [Na] (sodium), ( 4 ). Solvent: COCOC (dimethoxymethane), C(OC)COC (dimethoxyethane). Product: CC1(NCC2=CC=CC=C2C1)C (3,3-dimethyl-1,2,3,4-tetrahydroisoquinoline). The yield is 85.3%. Reaction SMILES: C1C2C(=CC=CC=2)C=CC=1.[Na].C1(C)C(S([N:21]2[C:30]([CH3:32])([CH3:31])[CH2:29][C:28]3[C:23](=[CH:24][CH:25]=[CH:26][CH:27]=3)[CH2:22]2)(=O)=O)=CC=CC=1>C(COC)OC.COCOC>[CH3:31][C:30]1([CH3:32])[CH2:29][C:28]2[C:23](=[CH:24][CH:25]=[CH:26][CH:27]=2)[CH2:22][NH:21]1 |^1:10|. Procedure: To a stirred solution of naphthalene (5.8 g, 0.045 mol) in dimethoxyethane (50 mL) was added sodium metal (1.09 g, 0.039 mol.). The mixture was allowed to stir for four (4) hours until a dark green color persisted. To this was added of N-toluenesulfonyl-3,3-dimethyl-1,2,3,4-tetrahydroisoquinoline (5.0 g, 0.016 mol.) in 20 mL of dimethoxymethane. The reaction was monitored by gas chromatography. When the reaction was complete (≈2 hours), the mixture was quenched with saturated sodium chloride (70...